Dataset: the Open Reaction Database (ORD), a public repository of structured organic reaction records. Task: describe an organic reaction: reactants, conditions, products, and yield The reactants are C(C)(C)(C)C=1C=C(C(=O)O)C=C(C1OC)S(=O)(=O)C (3-t-butyl-4-methoxy-5-methylsulfonyl benzoic acid), C1(=CC=CC=C1)C (toluene), S(=O)(Cl)Cl (thionyl chloride). The solvent is CN(C=O)C (N,N-dimethylformamide). Conditions: temperature 60 celsius, time 16 hour. Product: C(C)(C)(C)C=1C=C(C(=O)Cl)C=C(C1OC)S(=O)(=O)C (3-t-butyl-4-methoxy-5-methylsulfonylbenzoyl chloride). RXN SMILES: [C:1]([C:5]1[CH:6]=[C:7]([CH:11]=[C:12]([S:16]([CH3:19])(=[O:18])=[O:17])[C:13]=1[O:14][CH3:15])[C:8](O)=[O:9])([CH3:4])([CH3:3])[CH3:2].C1(C)C=CC=CC=1.S(Cl)([Cl:29])=O>CN(C)C=O>[C:1]([C:5]1[CH:6]=[C:7]([CH:11]=[C:12]([S:16]([CH3:19])(=[O:18])=[O:17])[C:13]=1[O:14][CH3:15])[C:8]([Cl:29])=[O:9])([CH3:4])([CH3:3])[CH3:2]. Procedure details: To 3-t-butyl-4-methoxy-5-methylsulfonyl benzoic acid (200 mg), toluene (4 mL), N,N-dimethylformamide (1 droplet) and thionyl chloride (80 μL) were added to the solution, and then the mixture was stirred at 60° C. for 16 hours. The solvent was distilled off under reduced pressure and the obtained residue was azeotroped with toluene and used for the synthesis of (f). Reactants: [Al+3], O=C1NCCN(Cc2ccccc2)C1Cc1ccccc1, [H-], [H-], [H-], [H-], [Li+], C1CCOC1. As a reaction SMILES: [Al+3:23].[CH2:1]([c:2]1[cH:3][cH:4][cH:5][cH:6][cH:7]1)[CH:8]1[C:9](=[O:21])[NH:10][CH2:11][CH2:12][N:13]1[CH2:14][c:15]1[cH:16][cH:17][cH:18][cH:19][cH:20]1.[H-:22].[H-:25].[H-:26].[H-:27].[Li+:24].[O:28]1[CH2:29][CH2:30][CH2:31][CH2:32]1>>[CH2:1]([c:2]1[cH:3][cH:4][cH:5][cH:6][cH:7]1)[CH:8]1[CH2:9][NH:10][CH2:11][CH2:12][N:13]1[CH2:14][c:15]1[cH:16][cH:17][cH:18][cH:19][cH:20]1. Product: c1ccc(CC2CNCCN2Cc2ccccc2)cc1. Reaction SMILES: O.O.[OH:3][C:4]1[CH:12]=[CH:11][C:7]([C:8]([NH2:10])=[NH:9])=[CH:6][CH:5]=1.C(O)C.[F:16][C:17]([F:25])([F:24])[C:18]([CH2:20][C:21](=O)[CH3:22])=O>CCOCC>[OH:3][C:4]1[CH:12]=[CH:11][C:7]([C:8]2[N:10]=[C:21]([CH3:22])[CH:20]=[C:18]([C:17]([F:25])([F:24])[F:16])[N:9]=2)=[CH:6][CH:5]=1 |f:0.1.2|. Reactants: O.O.OC1=CC=C(C(=N)N)C=C1 (4-hydroxybenzamidine dihydrate), C(C)O (ethanol), FC(C(=O)CC(C)=O)(F)F (trifluoroacetylacetone). Run in CCOCC (ether). Reported procedure: In a pressure tube a mixture of 17.2 g of 4-hydroxybenzamidine dihydrate, 60 ml of ethanol and 14.6 ml of trifluoroacetylacetone is heated for 18 hours at a bath temperature of 110°. The mixture is then stirred with 200 ml of ether, a small amount of precipitate is filtered off with suction and the filtrate is extracted with two portions of 2N sodium hydroxide solution. The alkaline solution is treated with carbon, filtered and then 400 ml of ethyl acetate and 160 ml of 2N hydrochloric acid are ... Product: OC1=CC=C(C=C1)C1=NC(=CC(=N1)C)C(F)(F)F (2-(4-hydroxyphenyl)-4-methyl-6-(trifluoromethyl)-pyrimidine). Starting materials: Nc1nc2cccc(Br)c2s1, CC(=O)OC(C)=O, CN(C)c1ccncc1, ClCCl. Yields the product CC(=O)Nc1nc2cccc(Br)c2s1. RXN SMILES: [Br:1][c:2]1[cH:3][cH:4][cH:5][c:6]2[n:7][c:8]([NH2:11])[s:9][c:10]12.[CH3:12][C:13](=[O:14])[O:15][C:16](=[O:17])[CH3:18].[CH3:19][N:20]([c:21]1[cH:22][cH:23][n:24][cH:25][cH:26]1)[CH3:27].[Cl:28][CH2:29][Cl:30]>>[Br:1][c:2]1[cH:3][cH:4][cH:5][c:6]2[n:7][c:8]([NH:11][C:13]([CH3:12])=[O:14])[s:9][c:10]12. Starting materials: C(C)(C)(C)OC(N[C@H](C(C)=O)C1=CC=CC=C1)=O ((S)-tert-butyl(2-oxo-1-phenylpropyl)carbamate), [BH4-].[Na+] (NaBH4). Solvent: CO (MeOH). Conditions: time 30 minute. Yields the product C(C)(C)(C)OC(N[C@H](C(C)O)C1=CC=CC=C1)=O (tert-butyl((1S)-2-hydroxy-1-phenylpropyl)carbamate). As a reaction SMILES: [C:1]([O:5][C:6](=[O:18])[NH:7][C@@H:8]([C:12]1[CH:17]=[CH:16][CH:15]=[CH:14][CH:13]=1)[C:9](=[O:11])[CH3:10])([CH3:4])([CH3:3])[CH3:2].[BH4-].[Na+]>CO>[C:1]([O:5][C:6](=[O:18])[NH:7][C@@H:8]([C:12]1[CH:17]=[CH:16][CH:15]=[CH:14][CH:13]=1)[CH:9]([OH:11])[CH3:10])([CH3:2])([CH3:3])[CH3:4] |f:1.2|. Procedure details: At 0° C., to a solution of ((S)-tert-butyl(2-oxo-1-phenylpropyl)carbamate (0.7 g, 2.8 mmol) in MeOH (10 mL) was added NaBH4 (0.1 g, 2.8 mmol) and the contents were stirred at ambient temperature. After 30 min, the reaction mixture was quenched carefully with ice cold H2O (10 mL), and the organic contents were extracted with EtOAc (3×25 mL). The combined organic extracts were washed with brine (1×20 mL), dried over Na2SO4, concentrated to afford tert-butyl((1S)-2-hydroxy-1-phenylpropyl)carbamate.... The reactants are ClC1=C(C(=CC(=C1)[N+](=O)[O-])Cl)N1N=C2C(C=[N+](C=C2F)[O-])=C1 (2-(2,6-Dichloro-4-nitrophenyl)-7-fluoro-2H-pyrazolo[4,3-c]pyridine 5-oxide), P(=O)(Cl)(Cl)Cl (phosphorus oxychloride), resultant mixture. The solvent is ClCCCl (DCE). Conditions: temperature 70 celsius. The product is ClC1=NC=C(C=2C1=CN(N2)C2=C(C=C(C=C2Cl)[N+](=O)[O-])Cl)F (4-Chloro-2-(2,6-dichloro-4-nitrophenyl)-7-fluoro-2H-pyrazolo[4,3-c]pyridine). Isolated yield 40.2%. Reaction SMILES: [Cl:1][C:2]1[CH:7]=[C:6]([N+:8]([O-:10])=[O:9])[CH:5]=[C:4]([Cl:11])[C:3]=1[N:12]1[CH:22]=[C:15]2[CH:16]=[N+:17]([O-])[CH:18]=[C:19]([F:20])[C:14]2=[N:13]1.P(Cl)(Cl)([Cl:25])=O>ClCCCl>[Cl:25][C:16]1[C:15]2=[CH:22][N:12]([C:3]3[C:2]([Cl:1])=[CH:7][C:6]([N+:8]([O-:10])=[O:9])=[CH:5][C:4]=3[Cl:11])[N:13]=[C:14]2[C:19]([F:20])=[CH:18][N:17]=1. Procedure details: 2-(2,6-Dichloro-4-nitrophenyl)-7-fluoro-2H-pyrazolo[4,3-c]pyridine 5-oxide (4.20 g, 12.24 mmol) was suspended in DCE (60 mL), under an atmosphere of nitrogen and phosphorus oxychloride (3.61 mL, 39.2 mmol) was added. The reaction mixture was heated at 70° C. for 95 minutes. The resultant mixture was cooled to room temperature and was carefully quenched by the addition of 10% aqueous sodium carbonate solution. The layers were separated and the aqueous layer was extracted with DCM (×4). The combin... The reactants are CCOc1ccc(CC(=O)O)cc1, O=S(Cl)Cl, c1ccccc1. Product: CCOc1ccc(CC(=O)Cl)cc1. Reaction SMILES: [CH2:1]([CH3:2])[O:3][c:4]1[cH:5][cH:6][c:7]([CH2:10][C:11](=[O:12])[OH:13])[cH:8][cH:9]1.[S:14]([Cl:15])([Cl:16])=[O:17].[cH:18]1[cH:19][cH:20][cH:21][cH:22][cH:23]1>>[CH2:1]([CH3:2])[O:3][c:4]1[cH:5][cH:6][c:7]([CH2:10][C:11](=[O:13])[Cl:16])[cH:8][cH:9]1. Reactants: CC(=O)N1CCc2c(sc(C)c2CCBr)C1, O=C([O-])[O-], CN(C)C=O, Cc1ccccc1, Cl, Fc1ccc(-n2nc(C3CCNCC3)c3ccc(F)cc32)cc1, [I-], [K+], [K+], [K+]. The product is CC(=O)N1CCc2c(sc(C)c2CCN2CCC(c3nn(-c4ccc(F)cc4)c4cc(F)ccc34)CC2)C1. Reaction SMILES: [C:1]([CH3:2])(=[O:3])[N:4]1[CH2:5][c:6]2[c:7]([c:10]([CH2:14][CH2:15][Br:16])[c:11]([CH3:13])[s:12]2)[CH2:8][CH2:9]1.[C:41](=[O:42])([O-:43])[O-:44].[CH3:49][N:50]([CH3:51])[CH:52]=[O:53].[CH3:54][c:55]1[cH:56][cH:57][cH:58][cH:59][cH:60]1.[ClH:17].[F:18][c:19]1[cH:20][cH:21][c:22]2[c:23]([CH:35]3[CH2:36][CH2:37][NH:38][CH2:39][CH2:40]3)[n:24][n:25](-[c:28]3[cH:29][cH:30][c:31]([F:34])[cH:32][cH:33]3)[c:26]2[cH:27]1.[I-:48].[K+:45].[K+:46].[K+:47]>>[C:1]([CH3:2])(=[O:3])[N:4]1[CH2:5][c:6]2[c:7]([c:10]([CH2:14][CH2:15][N:38]3[CH2:37][CH2:36][CH:35]([c:23]4[c:22]5[cH:21][cH:20][c:19]([F:18])[cH:27][c:26]5[n:25](-[c:28]5[cH:29][cH:30][c:31]([F:34])[cH:32][cH:33]5)[n:24]4)[CH2:40][CH2:39]3)[c:11]([CH3:13])[s:12]2)[CH2:8][CH2:9]1. Starting materials: Cc1ccccc1, BrP(Br)Br, c1ccncc1, OCc1cc2ccccc2o1. Yields the product BrCc1cc2ccccc2o1. RXN SMILES: [CH3:22][c:23]1[cH:24][cH:25][cH:26][cH:27][cH:28]1.[P:18]([Br:19])([Br:20])[Br:21].[cH:12]1[cH:13][cH:14][n:15][cH:16][cH:17]1.[o:1]1[c:2]([CH2:10][OH:11])[cH:3][c:4]2[c:5]1[cH:6][cH:7][cH:8][cH:9]2>>[o:1]1[c:2]([CH2:10][Br:19])[cH:3][c:4]2[c:5]1[cH:6][cH:7][cH:8][cH:9]2.